From a dataset of the Open Reaction Database (ORD), a public repository of structured organic reaction records. describe an organic reaction: reactants, conditions, products, and yield Starting materials: ClCC1=NC2=CC=CC=C2C=C1 (2-Chloromethyl quinoline), C(C1=CC=CC=C1)OCCCCCC(O)C=1C=C(C=CC1)O (3-(6-benzyloxy-1-hydroxyhexyl)phenol), C([O-])([O-])=O.[K+].[K+] (potassium carbonate), [I-].[K+] (potassium iodide). The solvent is CC(=O)C (acetone). Product: C(C1=CC=CC=C1)OCCCCCC(O)C=1C=C(OCC2=NC3=CC=CC=C3C=C2)C=CC1 (2-(3-(6-Benzyloxy-1-hydroxyhexyl)phenoxymethyl) quinoline). Yield: 24.3%. Reaction SMILES: Cl[CH2:2][C:3]1[CH:12]=[CH:11][C:10]2[C:5](=[CH:6][CH:7]=[CH:8][CH:9]=2)[N:4]=1.[CH2:13]([O:20][CH2:21][CH2:22][CH2:23][CH2:24][CH2:25][CH:26]([C:28]1[CH:29]=[C:30]([OH:34])[CH:31]=[CH:32][CH:33]=1)[OH:27])[C:14]1[CH:19]=[CH:18][CH:17]=[CH:16][CH:15]=1.C(=O)([O-])[O-].[K+].[K+].[I-].[K+]>CC(C)=O>[CH2:13]([O:20][CH2:21][CH2:22][CH2:23][CH2:24][CH2:25][CH:26]([C:28]1[CH:29]=[C:30]([CH:31]=[CH:32][CH:33]=1)[O:34][CH2:2][C:3]1[CH:12]=[CH:11][C:10]2[C:5](=[CH:6][CH:7]=[CH:8][CH:9]=2)[N:4]=1)[OH:27])[C:14]1[CH:15]=[CH:16][CH:17]=[CH:18][CH:19]=1 |f:2.3.4,5.6|. Reported procedure: 2-Chloromethyl quinoline (3.6 g) was refluxed with 3-(6-benzyloxy-1-hydroxyhexyl)phenol (4.2 g), powdered potassium carbonate (8 g) and potassium iodide (0.2 g) in dry acetone (150 ml) overnight (16 hrs.). The suspension was filtered, the filtrate was concentrated in vacuo and then taken up in ethyl acetate. This solution was washed with 5% NaOH solution, water and brine and then dried. All solvent was removed to obtain the crude product which was purified by chromatography (silica gel; 30% ethy... Starting materials: BrCCCCBr, CC(=O)c1ccc2c3c1CCCC3C(=O)N2, [H-], [Na+], CN(C)C=O. Yields the product CC(=O)c1ccc2c3c1CCCC3(CCCCBr)C(=O)N2. Reaction SMILES: [Br:19][CH2:20][CH2:21][CH2:22][CH2:23][Br:24].[C:1]([CH3:2])(=[O:3])[c:4]1[c:5]2[c:6]3[c:10]([cH:11][cH:12]1)[NH:9][C:8](=[O:13])[CH:7]3[CH2:14][CH2:15][CH2:16]2.[H-:17].[Na+:18].[O:25]=[CH:26][N:27]([CH3:28])[CH3:29]>>[C:1]([CH3:2])(=[O:3])[c:4]1[c:5]2[c:6]3[c:10]([cH:11][cH:12]1)[NH:9][C:8](=[O:13])[C:7]3([CH2:23][CH2:22][CH2:21][CH2:20][Br:19])[CH2:14][CH2:15][CH2:16]2. The reactants are ClCCl, OCc1ccc(Cl)cn1, [Na+], O=C([O-])O, O=S(Cl)Cl. Product: ClCc1ccc(Cl)cn1. RXN SMILES: [Cl:19][CH2:20][Cl:21].[Cl:1][c:2]1[cH:3][cH:4][c:5]([CH2:8][OH:9])[n:6][cH:7]1.[Na+:14].[OH:15][C:16](=[O:17])[O-:18].[S:10]([Cl:11])([Cl:12])=[O:13]>>[Cl:1][c:2]1[cH:3][cH:4][c:5]([CH2:8][Cl:12])[n:6][cH:7]1. Starting materials: [H-].[Na+] (sodium hydride), SC1=CC=CC=2N1C=CN2 (5-mercaptoimidazo[1,2-a]pyridine), ClCCCCN1C(N2C(S(CCC2)(=O)=O)=C(C1=O)C)=O (7-(4-chlorobutyl)-1,1-dioxo-9-methyl-3,4-dihydro-2H,6H-pyrimido[6,1-b][1,3]thiazine-6,8(7H)-dione), [I-].[Na+] (sodium iodide). The solvent is CN(C=O)C (N,N-dimethylformamide), O (water). Run at time 30 minute. Yields the product N=1C=CN2C1C=CC=C2SCCCCN2C(N1C(S(CCC1)(=O)=O)=C(C2=O)C)=O (7-[4-(imidazo[1,2-a]pyridin-5-ylthio)-butyl]-9-methyl-1,1-dioxo-3,4-dihydro-2H,6H-pyrimido[6,1-b][1,3]thiazine-6,8(7H)-dione). As a reaction SMILES: [H-].[Na+].[SH:3][C:4]1[N:9]2[CH:10]=[CH:11][N:12]=[C:8]2[CH:7]=[CH:6][CH:5]=1.Cl[CH2:14][CH2:15][CH2:16][CH2:17][N:18]1[C:29](=[O:30])[C:28]([CH3:31])=[C:21]2[S:22](=[O:27])(=[O:26])[CH2:23][CH2:24][CH2:25][N:20]2[C:19]1=[O:32].[I-].[Na+]>CN(C)C=O.O>[N:12]1[CH:11]=[CH:10][N:9]2[C:4]([S:3][CH2:14][CH2:15][CH2:16][CH2:17][N:18]3[C:29](=[O:30])[C:28]([CH3:31])=[C:21]4[S:22](=[O:27])(=[O:26])[CH2:23][CH2:24][CH2:25][N:20]4[C:19]3=[O:32])=[CH:5][CH:6]=[CH:7][C:8]=12 |f:0.1,4.5|. Reported procedure: To a suspension of 0.26 g (6.5 mmol) of 60% oily sodium hydride in 30 ml of N,N-dimethylformamide, 0.98 g (6.5 mmol) of 5-mercaptoimidazo[1,2-a]pyridine was added at room temperature, followed by stirring for 30 minutes. To this mixture, 1.92 g (6 mmol) of 7-(4-chlorobutyl)-1,1-dioxo-9-methyl-3,4-dihydro-2H,6H-pyrimido[6,1-b][1,3]thiazine-6,8(7H)-dione and 0.97 g (6.5 mmol) of sodium iodide were added, followed by stirring at 100° C. for 3 hours. After cooling, the reaction mixture was poured in... RXN SMILES: [CH2:30]1[O:31][CH2:32][CH2:33][O:34][CH2:35]1.[CH3:1][c:2]1[n:3]([C:17]([c:18]2[cH:19][c:20]([N+:24]([O-:25])=[O:26])[cH:21][cH:22][cH:23]2)=[O:27])[c:4]2[cH:5][cH:6][cH:7][cH:8][c:9]2[c:10]1[CH2:11][CH2:12][CH2:13][C:14](=[O:15])[OH:16].[CH3:28][OH:29]>>[CH3:1][c:2]1[n:3]([C:17]([c:18]2[cH:19][c:20]([NH2:24])[cH:21][cH:22][cH:23]2)=[O:27])[c:4]2[cH:5][cH:6][cH:7][cH:8][c:9]2[c:10]1[CH2:11][CH2:12][CH2:13][C:14](=[O:15])[OH:16]. The reactants are C1COCCO1, Cc1c(CCCC(=O)O)c2ccccc2n1C(=O)c1cccc([N+](=O)[O-])c1, CO. The product is Cc1c(CCCC(=O)O)c2ccccc2n1C(=O)c1cccc(N)c1. Starting materials: C(C)(C)(C)OC(N[C@@H](C)C(NC=1C(=NC=CC1)NC1=C(C=CC=C1)C)=O)=O ([(S)-1-(2-o-tolylaminopyridin-3-ylcarbamoyl)ethyl]carbamic acid tert-butyl ester). The solvent is CC(=O)O (AcOH). Yields the product C(C)(C)(C)OC(N[C@@H](C)C1=NC=2C(=NC=CC2)N1C1=C(C=CC=C1)C)=O ([(S)-1-(3-o-tolyl-3H-imidazo[4,5-b]pyridin-2-yl)ethyl]carbamic acid tert-butyl ester). RXN SMILES: [C:1]([O:5][C:6](=[O:27])[NH:7][C@H:8]([C:10](=O)[NH:11][C:12]1[C:13]([NH:18][C:19]2[CH:24]=[CH:23][CH:22]=[CH:21][C:20]=2[CH3:25])=[N:14][CH:15]=[CH:16][CH:17]=1)[CH3:9])([CH3:4])([CH3:3])[CH3:2]>CC(O)=O>[C:1]([O:5][C:6](=[O:27])[NH:7][C@H:8]([C:10]1[N:18]([C:19]2[CH:24]=[CH:23][CH:22]=[CH:21][C:20]=2[CH3:25])[C:13]2=[N:14][CH:15]=[CH:16][CH:17]=[C:12]2[N:11]=1)[CH3:9])([CH3:4])([CH3:3])[CH3:2]. Procedure details: A solution of [(S)-1-(2-o-tolylaminopyridin-3-ylcarbamoyl)ethyl]carbamic acid tert-butyl ester (2.51 mmol) in AcOH (20 mL) was heated at 70° C. for 6 h. After cooling to RT, the volatiles were removed under reduced pressure and the residue partitioned between DCM and a saturated aqueous solution of NaHCO3. The aqueous phase was extracted with DCM and the combined organic fractions washed with water, dried (Na2SO4) and concentrated in vacuo to afford [(S)-1-(3-o-tolyl-3H-imidazo[4,5-b]pyridin-2-y...